Dataset: the Open Reaction Database (ORD), a public repository of structured organic reaction records. Task: describe an organic reaction: reactants, conditions, products, and yield Solvent: CCCCCC (hexane), O1CCCC1 (tetrahydrofuran), C(C)(=O)OCC (ethyl acetate). Reported procedure: A 2.5 M solution (50 ml) of n-butyllithium in hexane was added dropwise at −78° C. into a solution of 1-[1-(4-fluorophenethyl)piperidin-4-yl]-6-bromoindoline (40 g) in tetrahydrofuran (1 l) over 10 min. After 10 min, dimethylformamide (11.6 ml) was added thereto and the resultant mixture was warmed to room temperature. Next, a saturated aqueous solution of ammonium chloride (200 ml) and ethyl acetate (500 ml) were added thereto and the layers were separated. The organic layer was washed with bri... Reaction conditions: time 10 minute. The product is FC1=CC=C(CCN2CCC(CC2)N2CCC3=CC=C(C=C23)C=O)C=C1 (1-[1-(4-fluorophenethyl)piperdin-4-yl]-6-formylindoline). Reactants: solution, C(CCC)[Li] (n-butyllithium), FC1=CC=C(CCN2CCC(CC2)N2CCC3=CC=C(C=C23)Br)C=C1 (1-[1-(4-fluorophenethyl)piperidin-4-yl]-6-bromoindoline), CN(C=O)C (dimethylformamide), resultant mixture, [Cl-].[NH4+] (ammonium chloride). Reaction SMILES: C([Li])CCC.[F:6][C:7]1[CH:30]=[CH:29][C:10]([CH2:11][CH2:12][N:13]2[CH2:18][CH2:17][CH:16]([N:19]3[C:27]4[C:22](=[CH:23][CH:24]=[C:25](Br)[CH:26]=4)[CH2:21][CH2:20]3)[CH2:15][CH2:14]2)=[CH:9][CH:8]=1.CN(C)[CH:33]=[O:34].[Cl-].[NH4+]>CCCCCC.O1CCCC1.C(OCC)(=O)C>[F:6][C:7]1[CH:30]=[CH:29][C:10]([CH2:11][CH2:12][N:13]2[CH2:18][CH2:17][CH:16]([N:19]3[C:27]4[C:22](=[CH:23][CH:24]=[C:25]([CH:33]=[O:34])[CH:26]=4)[CH2:21][CH2:20]3)[CH2:15][CH2:14]2)=[CH:9][CH:8]=1 |f:3.4|. The solvent is CN(C)C=O (DMF). Yields the product NC=1N=NN(N1)C1CN2CCC1CC2 ((±) 3-(5-Aminotetrazol-2-yl)-1-azabicyclo[2.2.2]octane). Procedure: 3-Methanesulphonyloxy-1-azabicylo[2.2.2]octane (D8) (2.0 g, 9.7 mmol) and the sodium salt of 5-aminotetrazole (D15) (2.5 g, 2.0 eq) were dissolved in dry DMF (50 ml) and the reaction carried out as for Example 10. The product (E11) isolated from column chromatography was a white crystalline solid (124 mg, 6.6%), which was recrystallised from ether, m.p. 132-134° C. The reactants are solid, CS(=O)(=O)OC1CN2CCC1CC2 ((±) 3-Methanesulphonyloxy-1-azabicyclo[2.2.2]octane), [Na] (sodium), NC1=NN=NN1 (5-aminotetrazole). RXN SMILES: CS(O[CH:6]1[CH:11]2[CH2:12][CH2:13][N:8]([CH2:9][CH2:10]2)[CH2:7]1)(=O)=O.[Na].[NH2:15][C:16]1[NH:20][N:19]=[N:18][N:17]=1>CN(C=O)C>[NH2:15][C:16]1[N:17]=[N:18][N:19]([CH:6]2[CH:11]3[CH2:12][CH2:13][N:8]([CH2:9][CH2:10]3)[CH2:7]2)[N:20]=1 |^1:13|. Reactants: COC(=O)c1ccc(CC2CCC(C(O[Si](C)(C)C(C)(C)C)c3cccnc3)N2C(=O)OC(C)(C)C)cc1, ClCCl, O=C(OO)c1cccc(Cl)c1. Product: COC(=O)c1ccc(CC2CCC(C(O[Si](C)(C)C(C)(C)C)c3ccc[n+]([O-])c3)N2C(=O)OC(C)(C)C)cc1. RXN SMILES: [C:1]([CH3:2])([CH3:3])([CH3:4])[Si:5]([O:6][CH:7]([CH:8]1[N:9]([C:24](=[O:25])[O:26][C:27]([CH3:28])([CH3:29])[CH3:30])[CH:10]([CH2:13][c:14]2[cH:15][cH:16][c:17]([C:20](=[O:21])[O:22][CH3:23])[cH:18][cH:19]2)[CH2:11][CH2:12]1)[c:31]1[cH:32][n:33][cH:34][cH:35][cH:36]1)([CH3:37])[CH3:38].[Cl:50][CH2:51][Cl:52].[OH:39][O:40][C:41]([c:42]1[cH:43][c:44]([Cl:45])[cH:46][cH:47][cH:48]1)=[O:49]>>[C:1]([CH3:2])([CH3:3])([CH3:4])[Si:5]([O:6][CH:7]([CH:8]1[N:9]([C:24](=[O:25])[O:26][C:27]([CH3:28])([CH3:29])[CH3:30])[CH:10]([CH2:13][c:14]2[cH:15][cH:16][c:17]([C:20](=[O:21])[O:22][CH3:23])[cH:18][cH:19]2)[CH2:11][CH2:12]1)[c:31]1[cH:32][n+:33]([O-:39])[cH:34][cH:35][cH:36]1)([CH3:37])[CH3:38]. The reactants are CN(C)Cc1ccc(CSCCN)s1, COC(C)N, CCO, CSC(=C[N+](=O)[O-])SC. The product is COC(C)NC(=C[N+](=O)[O-])NCCSCc1ccc(CN(C)C)s1. Reaction SMILES: [CH3:1][N:2]([CH3:3])[CH2:4][c:5]1[cH:6][cH:7][c:8]([CH2:10][S:11][CH2:12][CH2:13][NH2:14])[s:9]1.[CH3:24][O:25][CH:26]([CH3:27])[NH2:28].[CH3:29][CH2:30][OH:31].[N+:15](=[O:16])([O-:17])[CH:18]=[C:19]([S:20][CH3:21])[S:22][CH3:23]>>[CH3:1][N:2]([CH3:3])[CH2:4][c:5]1[cH:6][cH:7][c:8]([CH2:10][S:11][CH2:12][CH2:13][NH:14][C:19](=[CH:18][N+:15](=[O:16])[O-:17])[NH:28][CH:26]([O:25][CH3:24])[CH3:27])[s:9]1.